Dataset: the Open Reaction Database (ORD), a public repository of structured organic reaction records. Task: describe an organic reaction: reactants, conditions, products, and yield The reactants are Cc1cc(Br)c(C)cc1N, CC(C)(C)c1ccc(B(O)O)cc1, O=C([O-])[O-], CCOC(C)=O, C1CCCCC1, COCCOC, Cc1ccccc1, [Cs+], [Cs+], O. Product: Cc1cc(-c2ccc(C(C)(C)C)cc2)c(C)cc1N. Reaction SMILES: [Br:14][c:15]1[cH:16][c:17]([CH3:23])[c:18]([NH2:19])[cH:20][c:21]1[CH3:22].[C:1]([CH3:2])([CH3:3])([CH3:4])[c:5]1[cH:6][cH:7][c:8]([B:11]([OH:12])[OH:13])[cH:9][cH:10]1.[C:24](=[O:25])([O-:26])[O-:27].[CH2:37]([O:38][C:39](=[O:40])[CH3:41])[CH3:42].[CH2:43]1[CH2:44][CH2:45][CH2:46][CH2:47][CH2:48]1.[CH3:31][O:32][CH2:33][CH2:34][O:35][CH3:36].[CH3:49][c:50]1[cH:51][cH:52][cH:53][cH:54][cH:55]1.[Cs+:28].[Cs+:29].[OH2:30]>>[C:1]([CH3:2])([CH3:3])([CH3:4])[c:5]1[cH:6][cH:7][c:8](-[c:15]2[cH:16][c:17]([CH3:23])[c:18]([NH2:19])[cH:20][c:21]2[CH3:22])[cH:9][cH:10]1. Reactants: N#CCCBr, O=C([O-])[O-], CCCCO, C1COCCO1, COc1cc2c(cc1OC)CNCC2, [I-], [K+], [K+], [K+]. Product: COc1cc2c(cc1OC)CN(CCC#N)CC2. As a reaction SMILES: [Br:15][CH2:16][CH2:17][C:18]#[N:19].[C:20](=[O:21])([O-:22])[O-:23].[CH2:28]([OH:29])[CH2:30][CH2:31][CH3:32].[CH2:33]1[O:34][CH2:35][CH2:36][O:37][CH2:38]1.[CH3:1][O:2][c:3]1[cH:4][c:5]2[c:10]([cH:11][c:12]1[O:13][CH3:14])[CH2:9][NH:8][CH2:7][CH2:6]2.[I-:27].[K+:24].[K+:25].[K+:26]>>[CH3:1][O:2][c:3]1[cH:4][c:5]2[c:10]([cH:11][c:12]1[O:13][CH3:14])[CH2:9][N:8]([CH2:16][CH2:17][C:18]#[N:19])[CH2:7][CH2:6]2. Starting materials: O=C1C[C@H](N(C1)C(=O)OC(C)(C)C)C(=O)OC (1-tert-butyl 2-methyl (2S)-4-oxo-1,2-pyrrolidinedicarboxylate), CCOP(=O)(CC#N)OCC (Diethyl cyanomethyl phosphonate), [H-].[Na+] (Sodium hydride), suspension, [Cl-].[NH4+] (ammonium chloride). The solvent is C(C)(=O)OCC (ethyl acetate), C1CCOC1 (THF), C1CCOC1 (THF). Reaction conditions: temperature 0 celsius, time 30 minute. The product is C(#N)C=C1C[C@H](N(C1)C(=O)OC(C)(C)C)C(=O)OC (1-tert-butyl 2-methyl (2S,4EZ)-4-(cyanomethylene)-1,2-pyrrolidinedicarboxylate). The yield is 78.8%. As a reaction SMILES: CCOP(OCC)([CH2:6][C:7]#[N:8])=O.[H-].[Na+].O=[C:15]1[CH2:19][N:18]([C:20]([O:22][C:23]([CH3:26])([CH3:25])[CH3:24])=[O:21])[C@H:17]([C:27]([O:29][CH3:30])=[O:28])[CH2:16]1.[Cl-].[NH4+]>C1COCC1.C(OCC)(=O)C>[C:7]([CH:6]=[C:15]1[CH2:19][N:18]([C:20]([O:22][C:23]([CH3:26])([CH3:25])[CH3:24])=[O:21])[C@H:17]([C:27]([O:29][CH3:30])=[O:28])[CH2:16]1)#[N:8] |f:1.2,4.5|. Procedure: Diethyl cyanomethyl phosphonate (0.86 ml, 4.4 mmol) was dissolved in dry THF (50 ml) and the solution cooled to 0° C. Sodium hydride (205 mg of a 60% suspension in parrafin oil, 5.1 mmol) was then added cautiously and the reaction stirred for 30 min. The reaction mixture was then cooled to −78° C. and a solution of 1-tert-butyl 2-methyl (2S)-4-oxo-1,2-pyrrolidinedicarboxylate (1.0 g, 4.1 mmol) in dry THF (5 ml) was added dropwise. The reaction was then allowed to reach room temperature. Saturate... Starting materials: N1N=NC2=C1C=CC=C2 (benzotriazole), BrCCCl (1-bromo-2-chloro ethane). The product is ClCCN1N=NC2=C1C=CC=C2 (1-(2-Chloroethyl)-1H-1,2,3-benzotriazole), oil. Isolated yield 98.0%. RXN SMILES: [NH:1]1[C:5]2[CH:6]=[CH:7][CH:8]=[CH:9][C:4]=2[N:3]=[N:2]1.Br[CH2:11][CH2:12][Cl:13]>>[Cl:13][CH2:12][CH2:11][N:1]1[C:5]2[CH:6]=[CH:7][CH:8]=[CH:9][C:4]=2[N:3]=[N:2]1. Procedure: 1-(2-Chloroethyl)-1H-1,2,3-benzotriazole (164 mg, 36%) was prepared from benzotriazole (300 mg, 2.52 mmol) and 1-bromo-2-chloro ethane (397 mg, 2.77 mmol) according to the procedure of Example 291. The title compound was isolated as a yellow oil (48 mg, 98%) according to the method of Example 286, Step C from (8aS,12aR)-6,7,8a,9,10,11,12,12a-octahydro-5H-pyrido[4,3-b][1,4]thiazepino[2,3,4-hi]indole (30 mg, 0.12 mmol) and 1-(2-chloroethyl)-1H-1,2,3-benzotriazole (44 mg, 0.24 mmol). 1H NMR (CDCl3)...